Dataset: the Open Reaction Database (ORD), a public repository of structured organic reaction records. Task: describe an organic reaction: reactants, conditions, products, and yield Starting materials: BrC(Br)(Br)Br, ClCCl, OCCCOc1c(Cl)cc(OCC=C(Cl)Cl)cc1Cl, c1ccc(P(c2ccccc2)c2ccccc2)cc1. The product is ClC(Cl)=CCOc1cc(Cl)c(OCCCBr)c(Cl)c1. As a reaction SMILES: [C:20]([Br:21])([Br:22])([Br:23])[Br:24].[CH2:44]([Cl:45])[Cl:46].[Cl:1][C:2](=[CH:3][CH2:4][O:5][c:6]1[cH:7][c:8]([Cl:18])[c:9]([O:10][CH2:11][CH2:12][CH2:13][OH:14])[c:15]([Cl:17])[cH:16]1)[Cl:19].[c:25]1([P:26]([c:27]2[cH:28][cH:29][cH:30][cH:31][cH:32]2)[c:33]2[cH:34][cH:35][cH:36][cH:37][cH:38]2)[cH:39][cH:40][cH:41][cH:42][cH:43]1>>[Cl:1][C:2](=[CH:3][CH2:4][O:5][c:6]1[cH:7][c:8]([Cl:18])[c:9]([O:10][CH2:11][CH2:12][CH2:13][Br:21])[c:15]([Cl:17])[cH:16]1)[Cl:19]. Reactants: ClC1=C2C(=NC=C1)C=C(S2)C(=O)O (7-Chloro-thieno[3,2-b]pyridine-2-carboxylic acid), CNC(=O)N1C(=CC2=CC(=CC=C12)N)C (5-Amino-2-methyl-indole-1-carboxylic acid methylamide), ( iii ). The solvent is CS(=O)C (DMSO). Reaction conditions: temperature 75 celsius, time 14 hour. Yields the product CC=1N(C2=CC=C(C=C2C1)NC1=C2C(=NC=C1)C=C(S2)C(=O)O)C(NC)=O (7-(2-Methyl-1-methylcarbamoyl-1H-indol-5-ylamino)-thieno[3,2-b]pyridine-2-carboxylic acid). The yield is 91.9%. Reaction SMILES: Cl[C:2]1[CH:7]=[CH:6][N:5]=[C:4]2[CH:8]=[C:9]([C:11]([OH:13])=[O:12])[S:10][C:3]=12.[CH3:14][NH:15][C:16]([N:18]1[C:26]2[C:21](=[CH:22][C:23]([NH2:27])=[CH:24][CH:25]=2)[CH:20]=[C:19]1[CH3:28])=[O:17]>CS(C)=O>[CH3:28][C:19]1[N:18]([C:16](=[O:17])[NH:15][CH3:14])[C:26]2[C:21]([CH:20]=1)=[CH:22][C:23]([NH:27][C:2]1[CH:7]=[CH:6][N:5]=[C:4]3[CH:8]=[C:9]([C:11]([OH:13])=[O:12])[S:10][C:3]=13)=[CH:24][CH:25]=2. Reported procedure: To 0.68 g (1.23 mmol) of 7-Chloro-thieno[3,2-b]pyridine-2-carboxylic acid, prepared as described in Groton patent, was added 0.25 g (1.23 mmol) of 5-Amino-2-methyl-indole-1-carboxylic acid methylamide, prepared as described in Example 1(a) steps (i) to (iii), dissolved in 3 mL of DMSO that was degassed with Ar and warmed to 75° C. The solution was stirred for 14 h, cooled to 25° C. and filtered. The precipitate was rinsed with EtOAc (2×5 mL) and put under high vacuum for 12 h to give 0.43 g (98%... Reactants: O=S(=O)(Cl)CC(F)(F)F, Cc1ccccc1C(=O)c1ccc(Nc2ccc(Br)cc2N)cc1Cl, c1ccncc1. Product: Cc1ccccc1C(=O)c1ccc(Nc2ccc(Br)cc2NS(=O)(=O)CC(F)(F)F)cc1Cl. As a reaction SMILES: [F:26][C:27]([CH2:28][S:29](=[O:30])(=[O:31])[Cl:32])([F:33])[F:34].[NH2:1][c:2]1[c:3]([NH:9][c:10]2[cH:11][c:12]([Cl:25])[c:13]([C:16](=[O:17])[c:18]3[c:19]([CH3:24])[cH:20][cH:21][cH:22][cH:23]3)[cH:14][cH:15]2)[cH:4][cH:5][c:6]([Br:8])[cH:7]1.[cH:35]1[cH:36][cH:37][n:38][cH:39][cH:40]1>>[NH:1]([c:2]1[c:3]([NH:9][c:10]2[cH:11][c:12]([Cl:25])[c:13]([C:16](=[O:17])[c:18]3[c:19]([CH3:24])[cH:20][cH:21][cH:22][cH:23]3)[cH:14][cH:15]2)[cH:4][cH:5][c:6]([Br:8])[cH:7]1)[S:29]([CH2:28][C:27]([F:26])([F:33])[F:34])(=[O:30])=[O:31]. Reactants: O=C([O-])[O-], CCOC(CBr)OCC, CN(C)C=O, Nc1ccc(OC2CCCC2)cc1, [K+], [K+]. Yields the product CCOC(CNc1ccc(OC2CCCC2)cc1)OCC. As a reaction SMILES: [C:23](=[O:24])([O-:25])[O-:26].[CH2:14]([CH3:15])[O:16][CH:17]([CH2:18][Br:19])[O:20][CH2:21][CH3:22].[CH3:29][N:30]([CH3:31])[CH:32]=[O:33].[CH:1]1([O:6][c:7]2[cH:8][cH:9][c:10]([NH2:11])[cH:12][cH:13]2)[CH2:2][CH2:3][CH2:4][CH2:5]1.[K+:27].[K+:28]>>[CH:1]1([O:6][c:7]2[cH:8][cH:9][c:10]([NH:11][CH2:18][CH:17]([O:16][CH2:14][CH3:15])[O:20][CH2:21][CH3:22])[cH:12][cH:13]2)[CH2:2][CH2:3][CH2:4][CH2:5]1. Starting materials: CCCCC1=NC=C(N1CC=2C=CC(=CC2)C(=O)O)/C=C(\CC3=CC=CS3)/C(=O)O.C(C)(=O)[O-] (eprosartan acetate), CS(=O)(=O)O (methanesulfonic acid). Run in CC(=O)C (acetone). Run at temperature 2.5 celsius, time 5 hour. Product: CCCCC1=NC=C(N1CC=2C=CC(=CC2)C(=O)O)/C=C(\CC3=CC=CS3)/C(=O)O.CS(=O)(=O)O (eprosartan mesylate). Isolated yield 89.8%. As a reaction SMILES: [CH3:1][CH2:2][CH2:3][CH2:4][C:5]1[N:9]([CH2:10][C:11]2[CH:12]=[CH:13][C:14]([C:17]([OH:19])=[O:18])=[CH:15][CH:16]=2)[C:8](/[CH:20]=[C:21](/[C:28]([OH:30])=[O:29])\[CH2:22][C:23]2[S:27][CH:26]=[CH:25][CH:24]=2)=[CH:7][N:6]=1.C([O-])(=O)C.[CH3:35][S:36]([OH:39])(=[O:38])=[O:37]>CC(C)=O>[CH3:1][CH2:2][CH2:3][CH2:4][C:5]1[N:9]([CH2:10][C:11]2[CH:12]=[CH:13][C:14]([C:17]([OH:19])=[O:18])=[CH:15][CH:16]=2)[C:8](/[CH:20]=[C:21](/[C:28]([OH:30])=[O:29])\[CH2:22][C:23]2[S:27][CH:26]=[CH:25][CH:24]=2)=[CH:7][N:6]=1.[CH3:35][S:36]([OH:39])(=[O:38])=[O:37] |f:0.1,4.5|. Reported procedure: Eprosartan acetate (30 gm, obtained in example 1) is suspended in acetone (450 ml) at 25-30° C., the suspension is cooled to 0-5° C., methanesulfonic acid (21.2 gm) is added drop wise while maintaining the temperature at 0-5° C. The temperature of the mass is raised to 25-30° C. and stirred for 5 hours. The mass is cooled to 0-5° C., stirred for 1 hour, the material is filtered and then suck dried. To the resulting wet cake is added acetone (60 ml) and stirred for 30 minutes at 25-30° C. The mat... Reactants: COC(=O)[C@H](C1=CC=CC=C1)N (methyl L-phenylglycinate), Cl (hydrochloric acid). Product: C1=CC=C(C=C1)[C@@H](C(=O)O)N (L-phenylglycine), Cl (HCl). As a reaction SMILES: C[O:2][C:3]([C@@H:5]([NH2:12])[C:6]1[CH:11]=[CH:10][CH:9]=[CH:8][CH:7]=1)=[O:4].[ClH:13]>>[CH:9]1[CH:8]=[CH:7][C:6]([C@H:5]([NH2:12])[C:3]([OH:4])=[O:2])=[CH:11][CH:10]=1.[ClH:13]. Procedure: A solution of methyl L-phenylglycinate (-)-hemitartrate mono-ethanol solvate ([α]D + 62.4°, 36.888 g., 0.102 mole) in 6N-hydrochloric acid (68 ml., 0.408 mole, 4 equiv.) was refluxed for 1 hour 10 minutes and then distilled for 15 minutes. Water (68 ml.) was added and the pH of the warm solution adjusted to 7.0 with ammonium hydroxide solution (0.880, 35 ml.). The mixture was cooled in ice, filtered, and the solid was washed with water (2 × 25 ml.) and ethanol (25 ml.) and dried over phosphorus ... Starting materials: CCn1ncc2c(NC3CCOCC3)c(C(=O)NNC(=O)OC(C)(C)C)c(C)nc21, Cl, C1COCCO1. Yields the product CCn1ncc2c(NC3CCOCC3)c(C(=O)NN)c(C)nc21, Cl. Reaction SMILES: [CH2:1]([CH3:2])[n:3]1[n:4][cH:5][c:6]2[c:7]1[n:8][c:9]([CH3:30])[c:10]([C:19](=[O:20])[NH:21][NH:22][C:23]([O:24][C:25]([CH3:26])([CH3:27])[CH3:28])=[O:29])[c:11]2[NH:12][CH:13]1[CH2:14][CH2:15][O:16][CH2:17][CH2:18]1.[ClH:31].[O:32]1[CH2:33][CH2:34][O:35][CH2:36][CH2:37]1>>[CH2:1]([CH3:2])[n:3]1[n:4][cH:5][c:6]2[c:7]1[n:8][c:9]([CH3:30])[c:10]([C:19](=[O:20])[NH:21][NH2:22])[c:11]2[NH:12][CH:13]1[CH2:14][CH2:15][O:16][CH2:17][CH2:18]1.[ClH:31].